This data is from the Open Reaction Database (ORD), a public repository of structured organic reaction records. The task is: describe an organic reaction: reactants, conditions, products, and yield The reactants are [Br-], BrCc1ccccc1, CCCC[N+](CCCC)(CCCC)CCCC, [Na+], CN(C)C=O, O, CC(O)CCC(=O)[O-]. Yields the product CC(O)CCC(=O)OCc1ccccc1. As a reaction SMILES: [Br-:23].[Br:15][CH2:16][c:17]1[cH:18][cH:19][cH:20][cH:21][cH:22]1.[CH3:24][CH2:25][CH2:26][CH2:27][N+:28]([CH2:29][CH2:30][CH2:31][CH3:32])([CH2:33][CH2:34][CH2:35][CH3:36])[CH2:37][CH2:38][CH2:39][CH3:40].[Na+:9].[O:10]=[CH:11][N:12]([CH3:13])[CH3:14].[OH2:41].[OH:1][CH:2]([CH2:3][CH2:4][C:5](=[O:6])[O-:7])[CH3:8]>>[OH:1][CH:2]([CH2:3][CH2:4][C:5](=[O:6])[O:7][CH2:16][c:17]1[cH:18][cH:19][cH:20][cH:21][cH:22]1)[CH3:8]. Starting materials: BrC=1C=C2C(=C(C=NC2=CC1)C(=O)C1CC1)Cl ((6-bromo-4-chloroquinolin-3-yl)(cyclopropyl)methanone), C(C=C)N(C1(CCC(CC1)N)C)CC=C (N1,N1-diallyl-1-methylcyclohexane-1,4-diamine). The product is BrC=1C=C2C(=C(C=NC2=CC1)C(=O)C1CC1)NC1CCC(CC1)(C)N(CC=C)CC=C ({6-Bromo-4-[4-(diallylamino)-4-methylcyclohexylamino]quinolin-3-yl}(cyclopropyl)methanone). Isolated yield 47.2%. As a reaction SMILES: [Br:1][C:2]1[CH:3]=[C:4]2[C:9](=[CH:10][CH:11]=1)[N:8]=[CH:7][C:6]([C:12]([CH:14]1[CH2:16][CH2:15]1)=[O:13])=[C:5]2Cl.[CH2:18]([N:21]([CH2:30][CH:31]=[CH2:32])[C:22]1([CH3:29])[CH2:27][CH2:26][CH:25]([NH2:28])[CH2:24][CH2:23]1)[CH:19]=[CH2:20]>>[Br:1][C:2]1[CH:3]=[C:4]2[C:9](=[CH:10][CH:11]=1)[N:8]=[CH:7][C:6]([C:12]([CH:14]1[CH2:16][CH2:15]1)=[O:13])=[C:5]2[NH:28][CH:25]1[CH2:26][CH2:27][C:22]([N:21]([CH2:18][CH:19]=[CH2:20])[CH2:30][CH:31]=[CH2:32])([CH3:29])[CH2:23][CH2:24]1. Procedure details: Following general procedure B, (6-bromo-4-chloroquinolin-3-yl)(cyclopropyl)methanone (300 mg, 0.966 mmol) was reacted with N1,N1-diallyl-1-methylcyclohexane-1,4-diamine (400 mg, 1.93 mmol) to afford the desired product (220 mg, 47%) as a yellow solid: ESI MS m/z 482 [C26H32BrN3O+H]+. Reactants: CCCCCCC(O)C(CCCCC)C(=O)OC(C)(C)C, CC(C)(C)c1cccc(C(C)(C)C)n1, [Cl-], ClCCl, [NH4+], COS(=O)(=O)C(F)(F)F. Yields the product CCCCCCC(OC)C(CCCCC)C(=O)OC(C)(C)C. RXN SMILES: [C:1]([CH3:2])([CH3:3])([CH3:4])[O:5][C:6]([CH:7]([CH:8]([CH2:9][CH2:10][CH2:11][CH2:12][CH2:13][CH3:14])[OH:15])[CH2:16][CH2:17][CH2:18][CH2:19][CH3:20])=[O:21].[C:22]([c:23]1[cH:24][cH:25][cH:26][c:27]([C:28]([CH3:29])([CH3:30])[CH3:31])[n:32]1)([CH3:33])([CH3:34])[CH3:35].[Cl-:45].[Cl:47][CH2:48][Cl:49].[NH4+:46].[S:36]([O:37][CH3:38])([C:39]([F:40])([F:41])[F:42])(=[O:43])=[O:44]>>[C:1]([CH3:2])([CH3:3])([CH3:4])[O:5][C:6]([CH:7]([CH:8]([CH2:9][CH2:10][CH2:11][CH2:12][CH2:13][CH3:14])[O:15][CH3:22])[CH2:16][CH2:17][CH2:18][CH2:19][CH3:20])=[O:21]. Starting materials: C(CCCCCCCC)O[C@H]1[C@@H](O[C@@H]([C@H]1O)CO)N1C(=O)N=C(N)C=C1 (2'-O-nonylcytidine), C(CCCCCCCC)O[C@H]1[C@H]([C@@H](O[C@@H]1CO)N1C(=O)N=C(N)C=C1)O (3'-O-nonylcytidine), C(C1=CC=CC=C1)(=O)NC1=NC(N([C@H]2[C@H](OCCCCCCCCC)[C@H](O)[C@@H](CO)O2)C=C1)=O (N4-benzoyl-2'-O-nonylcytidine). The product is C(C1=CC=CC=C1)(=O)C1(NC(N([C@H]2[C@H](OCCCCCCCCC)[C@H](O)[C@@H](CO)O2)C=C1)=O)N (4-Benzoyl-2'-O-nonylcytidine). Reaction SMILES: [CH2:1]([O:10][C@@H:11]1[C@H:15]([OH:16])[C@@H:14]([CH2:17][OH:18])[O:13][C@H:12]1[N:19]1[CH:26]=[CH:25][C:23]([NH2:24])=[N:22][C:20]1=[O:21])[CH2:2][CH2:3][CH2:4][CH2:5][CH2:6][CH2:7][CH2:8][CH3:9].[CH2:27]([O:36][C@@H]1[C@@H](CO)O[C@@H](N2C=CC(N)=NC2=O)[C@@H]1O)[CH2:28][CH2:29][CH2:30][CH2:31][CH2:32][CH2:33]CC.C(NC1C=CN([C@@H]2O[C@H](CO)[C@@H](O)[C@H]2OCCCCCCCCC)C(=O)N=1)(=O)C1C=CC=CC=1>>[C:27]([C:23]1([NH2:24])[CH:25]=[CH:26][N:19]([C@@H:12]2[O:13][C@H:14]([CH2:17][OH:18])[C@@H:15]([OH:16])[C@H:11]2[O:10][CH2:1][CH2:2][CH2:3][CH2:4][CH2:5][CH2:6][CH2:7][CH2:8][CH3:9])[C:20](=[O:21])[NH:22]1)(=[O:36])[C:28]1[CH:29]=[CH:30][CH:31]=[CH:32][CH:33]=1. Procedure details: The mixture of 2'-O-nonylcytidine and 3'-O-nonylcytidine (11.5 g) is converted to N4-benzoyl-2'-O-nonylcytidine as per the procedure of Example 71, Step 2. Reactants: C1=CC=C2C(=C1)C=CC=C2/C=C/C3=CC=[N+](C=C3)CCO.[Br-] (B111), NC(=S)N (thiourea), CN1C(CCC1)=O (1-methyl-2-pyrrolidinone), O (water). Product: COC=1C(NC(NC1)=S)=O (5-methoxy-2-thiouracil). As a reaction SMILES: C1C=C2C=CC=C(/C=C/C3C=C[N+](C[CH2:20][OH:21])=CC=3)C2=CC=1.[Br-].[NH2:23][C:24]([NH2:26])=[S:25].O.CN1C[CH2:32][CH2:31][C:30]1=[O:34]>>[CH3:20][O:21][C:31]1[C:30](=[O:34])[NH:23][C:24](=[S:25])[NH:26][CH:32]=1 |f:0.1|. Reported procedure: Intermediate B111 (2.64 g, 1 equiv) and thiourea (2.42 g, 4 equiv) in 1-methyl-2-pyrrolidinone (40 ml) was heated to 180° C. for 2 hours. After cooling the mixture was treated with water and the resultant solid collected by filtration. This solid was applied to a column (silica, 2% methanol/dichloromethane) to afford the title compound as a colourless solid (0.169 g). 1H-NMR (CDCl3) δ 1.22 (3H, t), 4.21 (2H, q), 5.53 (2H,br s), 7.46 (1H, t), 7.53 (1H, d), 7.81 (1H, dt), 8.07 (1H, dd). The reactants are CS(=O)(=O)c1ccccc1C(=O)O, NCC(O)CCN1CCC(Oc2ccc(Cl)c(Cl)c2)CC1. Yields the product CS(=O)(=O)c1ccccc1C(=O)NCC(O)CCN1CCC(Oc2ccc(Cl)c(Cl)c2)CC1. RXN SMILES: [CH3:22][S:23](=[O:24])(=[O:25])[c:26]1[c:27]([C:28](=[O:29])[OH:30])[cH:31][cH:32][cH:33][cH:34]1.[NH2:1][CH2:2][CH:3]([CH2:4][CH2:5][N:6]1[CH2:7][CH2:8][CH:9]([O:12][c:13]2[cH:14][c:15]([Cl:20])[c:16]([Cl:19])[cH:17][cH:18]2)[CH2:10][CH2:11]1)[OH:21]>>[NH:1]([CH2:2][CH:3]([CH2:4][CH2:5][N:6]1[CH2:7][CH2:8][CH:9]([O:12][c:13]2[cH:14][c:15]([Cl:20])[c:16]([Cl:19])[cH:17][cH:18]2)[CH2:10][CH2:11]1)[OH:21])[C:28]([c:27]1[c:26]([S:23]([CH3:22])(=[O:24])=[O:25])[cH:34][cH:33][cH:32][cH:31]1)=[O:29]. The reactants are C(C1=CC=CC=C1)OC(=O)N1CC(CCC1)C(C)NC1=NC=CC(=N1)N1C=NC2=C1C=CC=C2 (2-[1-(1-benzyloxycarbonylpiperidin-3-yl)-ethylamino]-4-[benzimidazol-1-yl]pyrimidine), Br (HBr). Run in C(Cl)Cl (CH2Cl2), C(C)(=O)O (acetic acid). Reaction conditions: temperature 0 celsius, time 15 minute. The product is N1CC(CCC1)C(C)NC1=NC=CC(=N1)N1C=NC2=C1C=CC=C2 (2-[1-(Piperidin-3-yl)-ethylamino]-4-[benzimidazol-1-yl]pyrimidine). Yield: 85.5%. Reaction SMILES: C(OC([N:11]1[CH2:16][CH2:15][CH2:14][CH:13]([CH:17]([NH:19][C:20]2[N:25]=[C:24]([N:26]3[C:30]4[CH:31]=[CH:32][CH:33]=[CH:34][C:29]=4[N:28]=[CH:27]3)[CH:23]=[CH:22][N:21]=2)[CH3:18])[CH2:12]1)=O)C1C=CC=CC=1.Br>C(Cl)Cl.C(O)(=O)C>[NH:11]1[CH2:16][CH2:15][CH2:14][CH:13]([CH:17]([NH:19][C:20]2[N:25]=[C:24]([N:26]3[C:30]4[CH:31]=[CH:32][CH:33]=[CH:34][C:29]=4[N:28]=[CH:27]3)[CH:23]=[CH:22][N:21]=2)[CH3:18])[CH2:12]1. Procedure details: The 2-[1-(1-benzyloxycarbonylpiperidin-3-yl)-ethylamino]-4-[benzimidazol-1-yl]pyrimidine (900 mg, 1.97 mmol) was dissolved in CH2Cl2 (25 mL), and the mixture was cooled down to 0° C. To this was added 30% HBr in acetic acid (5 mL) slowly and continued stirring at 0° C. for 15 min The bath was removed, and the reaction mixture was stirred at room temperature for 45 min and then was diluted with H2O (25 mL). The reaction mixture was extracted with CH2Cl2 (2×20 mL; discarded), then the aqueous laye... Starting materials: O=Cc1ccc(Br)nc1, CO, COC(OC)OC, O, Cc1ccc(S(=O)(=O)O)cc1. Yields the product COC(OC)c1ccc(Br)nc1. As a reaction SMILES: [Br:20][c:21]1[cH:22][cH:23][c:24]([CH:27]=[O:28])[cH:25][n:26]1.[CH3:29][OH:30].[CH:1]([O:2][CH3:3])([O:4][CH3:5])[O:6][CH3:7].[OH2:8].[c:9]1([CH3:10])[cH:11][cH:12][c:13]([S:14]([OH:15])(=[O:16])=[O:17])[cH:18][cH:19]1>>[CH:1]([O:2][CH3:3])([O:4][CH3:5])[c:24]1[cH:23][cH:22][c:21]([Br:20])[n:26][cH:25]1. Reactants: O=C1CCCO1, CCCCCCCCCCCCCCCCCCN, CCCCCCCCCCCCN, O. The product is CCCCCCCCCCCCCCCCCCN1CCCC1=O. As a reaction SMILES: [C:33]1(=[O:38])[CH2:34][CH2:35][CH2:36][O:37]1.[CH2:1]([CH2:2][CH2:3][CH2:4][CH2:5][CH2:6][CH2:7][CH2:8][CH2:9][CH2:10][CH2:11][CH2:12][CH2:13][CH2:14][CH2:15][CH2:16][CH2:17][CH3:18])[NH2:19].[CH2:20]([NH2:21])[CH2:22][CH2:23][CH2:24][CH2:25][CH2:26][CH2:27][CH2:28][CH2:29][CH2:30][CH2:31][CH3:32].[OH2:39]>>[CH2:1]([CH2:2][CH2:3][CH2:4][CH2:5][CH2:6][CH2:7][CH2:8][CH2:9][CH2:10][CH2:11][CH2:12][CH2:13][CH2:14][CH2:15][CH2:16][CH2:17][CH3:18])[N:19]1[CH2:33][CH2:34][CH2:35][C:36]1=[O:37]. Starting materials: C(C)(C)(C)OC(C[C@@H](CCCC1CCCCC1)C1=NC(=NO1)CC(C(=O)OC(C)(C)C)C(=O)OCC)=O (1-tert-butyl 3-ethyl 2-({5-[(1R)-1-(2-tert-butoxy-2-oxoethyl)-4-cyclohexylbutyl]-1,2,4-oxadiazol-3-yl}methyl)malonate), FC(C(=O)O)(F)F (trifluoroacetic acid). Solvent: ClCCl (dichloromethane). Run at time 5 hour. Product: C1(CCCCC1)CCC[C@H](CC(=O)O)C1=NC(=NO1)CCC(=O)OCC ((3R)-6-Cyclohexyl-3-[3-(3-ethoxy-3-oxopropyl)-1,2,4-oxadiazol-5-yl]hexanoic acid). Yield: 40.4%. RXN SMILES: C([O:5][C:6](=[O:37])[CH2:7][C@H:8]([C:18]1[O:22][N:21]=[C:20]([CH2:23][CH:24](C(OCC)=O)[C:25]([O:27][C:28](C)(C)[CH3:29])=[O:26])[N:19]=1)[CH2:9][CH2:10][CH2:11][CH:12]1[CH2:17][CH2:16][CH2:15][CH2:14][CH2:13]1)(C)(C)C.FC(F)(F)C(O)=O>ClCCl>[CH:12]1([CH2:11][CH2:10][CH2:9][C@@H:8]([C:18]2[O:22][N:21]=[C:20]([CH2:23][CH2:24][C:25]([O:27][CH2:28][CH3:29])=[O:26])[N:19]=2)[CH2:7][C:6]([OH:37])=[O:5])[CH2:13][CH2:14][CH2:15][CH2:16][CH2:17]1. Procedure details: A solution of 1-tert-butyl 3-ethyl 2-({5-[(1R)-1-(2-tert-butoxy-2-oxoethyl)-4-cyclohexylbutyl]-1,2,4-oxadiazol-3-yl}methyl)malonate (Preparation 93) (510 mg, 0.79 mmol) in dichloromethane (10 ml) was treated with trifluoroacetic acid (5 ml) and stirred at room temperature for 5 hours. The solvent was removed under reduced pressure and the residue azeotroped from toluene. The solid was dissolved in xylene (10 ml) and heated at 140° C. for 7 hours. The solvent was removed under reduced pressure. T...